This data is from the Open Reaction Database (ORD), a public repository of structured organic reaction records. The task is: describe an organic reaction: reactants, conditions, products, and yield Starting materials: S(=O)(=O)(C1=CC=C(C)C=C1)Cl (Tosyl chloride), resultant mixture, OC[C@@H]1[C@H]([C@@H]([C@H]2N=C(S[C@H]2O1)CCC)O)O ((3aR,5R,6S,7R,7aR)-5-(hydroxymethyl)-2-propyl-5,6,7,7a-tetrahydro-3aH-pyrano[3,2-d]thiazole-6,7-diol), [N-]=[N+]=[N-].[Na+] (NaN3). Solvent: C(Cl)Cl (CH2Cl2), C(Cl)Cl (CH2Cl2), N1=CC=CC=C1 (pyridine), C(Cl)Cl (CH2Cl2). The product is N(=[N+]=[N-])C[C@@H]1[C@H]([C@@H]([C@H]2N=C(S[C@H]2O1)CCC)O)O ((3aR,5R,6S,7R,7aR)-5-(azidomethyl)-2-propyl-5,6,7,7a-tetrahydro-3aH-pyrano[3,2-d]thiazole-6,7-diol). Yield: 81.6%. RXN SMILES: O[CH2:2][C@H:3]1[O:11][C@H:10]2[C@H:6]([N:7]=[C:8]([CH2:12][CH2:13][CH3:14])[S:9]2)[C@@H:5]([OH:15])[C@@H:4]1[OH:16].S(Cl)(C1C=CC(C)=CC=1)(=O)=O.[N-:28]=[N+:29]=[N-:30].[Na+]>N1C=CC=CC=1.C(Cl)Cl>[N:28]([CH2:2][C@H:3]1[O:11][C@H:10]2[C@H:6]([N:7]=[C:8]([CH2:12][CH2:13][CH3:14])[S:9]2)[C@@H:5]([OH:15])[C@@H:4]1[OH:16])=[N+:29]=[N-:30] |f:2.3|. Procedure: (3aR,5R,6S,7R,7aR)-5-(hydroxymethyl)-2-propyl-5,6,7,7a-tetrahydro-3aH-pyrano[3,2-d]thiazole-6,7-diol (200 mg, 0.81 mmol) was dissolved in pyridine (2 mL) and CH2Cl2 (2 mL) and cooled to 0° C. Tosyl chloride (230 mg, 1.2 mmol) was then added and the solution allowed to warm to room temperature over 1 h. The mixture was diluted with CH2Cl2 (10 mL) and washed with water (2×5 mL), dried (MgSO4), filtered and concentrated. The resultant colourless residue (280 mg) was taken up in DMF (3 mL) and NaN3 ... Yield: 30.1%. Product: C(CC#C)C1=C(C=C(C=C1)C(F)(F)F)C(F)(F)F (1-but-3-yn-1-yl-2,4-bis(trifluoromethyl)benzene). Run at time 18 hour. As a reaction SMILES: [OH-].[K+].[F:3][C:4]([F:24])([F:23])[C:5]1[CH:10]=[C:9]([C:11]([F:14])([F:13])[F:12])[CH:8]=[CH:7][C:6]=1[CH2:15][CH2:16][C:17]#[C:18][Si](C)(C)C.Cl>CO>[CH2:15]([C:6]1[CH:7]=[CH:8][C:9]([C:11]([F:12])([F:14])[F:13])=[CH:10][C:5]=1[C:4]([F:3])([F:23])[F:24])[CH2:16][C:17]#[CH:18] |f:0.1|. Starting materials: [OH-].[K+] (KOH), FC(C1=C(C=CC(=C1)C(F)(F)F)CCC#C[Si](C)(C)C)(F)F ({4-[2,4-bis(trifluoromethyl)phenyl]but-1-yn-1-yl}(trimethyl)silane), Cl (hydrochloric acid). Reported procedure: To a solution of KOH (358 mg) in MeOH (30 mL) was added {4-[2,4-bis(trifluoromethyl)phenyl]but-1-yn-1-yl}(trimethyl)silane (1.8 g), followed by stirring at room temperature for 18 hours. The reaction liquid was neutralized with 1 M hydrochloric acid and extracted with ether. The organic layer was washed with brine, dried over MgSO4, and then concentrated under reduced pressure. The residue was purified by silica gel column chromatography (hexane:EtOAc=100:0) to obtain 1-but-3-yn-1-yl-2,4-bis(tri... The solvent is CO (MeOH). The reactants are CS(C)=O, CS(=O)(=O)c1ccc(-c2cn[nH]c(=O)c2Cc2ccc(F)cc2)cc1, Fc1ccc(I)cc1, O. The product is CS(=O)(=O)c1ccc(-c2cnn(-c3ccc(F)cc3)c(=O)c2Cc2ccc(F)cc2)cc1. RXN SMILES: [CH3:34][S:35]([CH3:36])=[O:37].[F:1][c:2]1[cH:3][cH:4][c:5]([CH2:8][c:9]2[c:10](=[O:25])[nH:11][n:12][cH:13][c:14]2-[c:15]2[cH:16][cH:17][c:18]([S:21](=[O:22])(=[O:23])[CH3:24])[cH:19][cH:20]2)[cH:6][cH:7]1.[I:26][c:27]1[cH:28][cH:29][c:30]([F:33])[cH:31][cH:32]1.[OH2:38]>>[F:1][c:2]1[cH:3][cH:4][c:5]([CH2:8][c:9]2[c:10](=[O:25])[n:11](-[c:27]3[cH:28][cH:29][c:30]([F:33])[cH:31][cH:32]3)[n:12][cH:13][c:14]2-[c:15]2[cH:16][cH:17][c:18]([S:21](=[O:22])(=[O:23])[CH3:24])[cH:19][cH:20]2)[cH:6][cH:7]1. Reactants: C(=O)C1=CC=C(OC=2C=C(C#N)C=CC2)C=C1 (3-(4-formyl-phenoxy)-benzonitrile), 10, [BH4-].[Na+] (sodium borohydride). Solvent: C(C)(=O)OCC (ethyl acetate), CO (methanol). Run at temperature 0 celsius, time 1 hour. The product is OCC1=CC=C(OC=2C=C(C#N)C=CC2)C=C1 (3-(4-hydroxymethyl-phenoxy)-benzonitrile). Yield: 91.0%. Reaction SMILES: [CH:1]([C:3]1[CH:17]=[CH:16][C:6]([O:7][C:8]2[CH:9]=[C:10]([CH:13]=[CH:14][CH:15]=2)[C:11]#[N:12])=[CH:5][CH:4]=1)=[O:2].[BH4-].[Na+]>CO.C(OCC)(=O)C>[OH:2][CH2:1][C:3]1[CH:17]=[CH:16][C:6]([O:7][C:8]2[CH:9]=[C:10]([CH:13]=[CH:14][CH:15]=2)[C:11]#[N:12])=[CH:5][CH:4]=1 |f:1.2|. Procedure: Dissolve 3-(4-formyl-phenoxy)-benzonitrile of Preparation 10 (0.90 g, 4.04 mmol) in methanol (15 mL) and cool to 0° C. Add sodium borohydride (0.31 g, 8.08 mmol) in three batches. After 1 hr, allow to warm to ambient temperature and stir overnight. Concentrate under reduced pressure to give a residue. Dilute with ethyl acetate (50 mL) and wash with 1N hydrochloric acid (3×100 mL). Separate layers and dry the organic layer over magnesium sulfate, filter, and concentrate to a residue. Purification... Reactants: C(C1=CC=CC=C1)N1C[C@H](N(CC1)C(=O)OC(C)(C)C)CC1=CC(=C(C=C1)C)C ((2R)-4-benzyl-1-tert-butoxycarbonyl-2-(3,4-dimethylbenzyl)piperazine). Reagents/catalysts: [OH-].[Pd+2].[OH-].[C] (palladium hydroxide carbon). The solvent is CO (methanol). Yields the product C(C)(C)(C)OC(=O)N1[C@@H](CNCC1)CC1=CC(=C(C=C1)C)C ((2R)-1-tert -butoxycarbonyl-2-(3,4-dimethylbenzyl)piperazine). The yield is 90.1%. RXN SMILES: C([N:8]1[CH2:13][CH2:12][N:11]([C:14]([O:16][C:17]([CH3:20])([CH3:19])[CH3:18])=[O:15])[C@H:10]([CH2:21][C:22]2[CH:27]=[CH:26][C:25]([CH3:28])=[C:24]([CH3:29])[CH:23]=2)[CH2:9]1)C1C=CC=CC=1>CO.[OH-].[Pd+2].[OH-].[C]>[C:17]([O:16][C:14]([N:11]1[CH2:12][CH2:13][NH:8][CH2:9][C@H:10]1[CH2:21][C:22]1[CH:27]=[CH:26][C:25]([CH3:28])=[C:24]([CH3:29])[CH:23]=1)=[O:15])([CH3:20])([CH3:19])[CH3:18] |f:2.3.4.5|. Procedure details: A solution of (2R)-4-benzyl-1-tert-butoxycarbonyl-2-(3,4-dimethylbenzyl)piperazine (48.5 g) in methanol (730 ml) was hydrogenated over 20% palladium hydroxide-carbon (0.3 g) at room temperture under atmospheric pressure. After removal of the catalyst by filtration, the filtrate was evaporated under reduced pressure. The residue was purified by column chromatography on silica gel using a mixed solvent of dichloromethane and methanol (10:1). The fractions containing the objective compound was coll... As a reaction SMILES: [CH3:1][N:2]([CH2:12][CH2:13][CH2:14][O:15][C:16]1[CH:23]=[CH:22][C:19]([CH:20]=O)=[CH:18][CH:17]=1)[C:3]1[O:4][C:5]2[CH:11]=[CH:10][CH:9]=[CH:8][C:6]=2[N:7]=1.[S:24]1[CH2:28][C:27](=[O:29])[NH:26][C:25]1=[O:30]>>[CH3:1][N:2]([CH2:12][CH2:13][CH2:14][O:15][C:16]1[CH:23]=[CH:22][C:19]([CH:20]=[C:28]2[S:24][C:25](=[O:30])[NH:26][C:27]2=[O:29])=[CH:18][CH:17]=1)[C:3]1[O:4][C:5]2[CH:11]=[CH:10][CH:9]=[CH:8][C:6]=2[N:7]=1. Reported procedure: The title compound (m.p. 202°-204° C.) was prepared from 4-[3-(N-methyl-N-(2-benzoxazolyl)amino)propoxy]benzaldehyde (5.3 g) and 2,4-thiazolidinedione (2,2 g) by a similar procedure to that described in Example 4, The reactants are CN(C=1OC2=C(N1)C=CC=C2)CCCOC2=CC=C(C=O)C=C2 (4-[3-(N-methyl-N-(2-benzoxazolyl)amino)propoxy]benzaldehyde), S1C(NC(C1)=O)=O (2,4-thiazolidinedione). The product is CN(C=1OC2=C(N1)C=CC=C2)CCCOC2=CC=C(C=C1C(NC(S1)=O)=O)C=C2 (5-(4-[3-(N-Methyl-N-(2-benzoxazolyl)amino)propoxy]-benzylidene)-2,4-thiazolidinedione). Starting materials: FC(F)(F)COc1ccccc1Br, CC1COC2(CCNCC2)O1, CC(C)(C)[O-], Cc1ccccc1, [Na+], O=C(C=Cc1ccccc1)C=Cc1ccccc1, O=C(C=Cc1ccccc1)C=Cc1ccccc1, O=C(C=Cc1ccccc1)C=Cc1ccccc1, [Pd], [Pd]. The product is CC1COC2(CCN(c3ccccc3OCC(F)(F)F)CC2)O1. RXN SMILES: [Br:1][c:2]1[c:3]([O:8][CH2:9][C:10]([F:11])([F:12])[F:13])[cH:4][cH:5][cH:6][cH:7]1.[CH2:14]1[CH:15]([CH3:16])[O:17][C:18]2([CH2:19][CH2:20][NH:21][CH2:22][CH2:23]2)[O:24]1.[CH3:25][C:26]([CH3:27])([O-:28])[CH3:29].[CH3:31][c:32]1[cH:33][cH:34][cH:35][cH:36][cH:37]1.[Na+:30].[O:40]=[C:41]([CH:42]=[CH:43][c:44]1[cH:45][cH:46][cH:47][cH:48][cH:49]1)[CH:50]=[CH:51][c:52]1[cH:53][cH:54][cH:55][cH:56][cH:57]1.[O:58]=[C:59]([CH:60]=[CH:61][c:62]1[cH:63][cH:64][cH:65][cH:66][cH:67]1)[CH:68]=[CH:69][c:70]1[cH:71][cH:72][cH:73][cH:74][cH:75]1.[O:76]=[C:77]([CH:78]=[CH:79][c:80]1[cH:81][cH:82][cH:83][cH:84][cH:85]1)[CH:86]=[CH:87][c:88]1[cH:89][cH:90][cH:91][cH:92][cH:93]1.[Pd:38].[Pd:39]>>[c:2]1([N:21]2[CH2:20][CH2:19][C:18]3([O:17][CH:15]([CH3:16])[CH2:14][O:24]3)[CH2:23][CH2:22]2)[c:3]([O:8][CH2:9][C:10]([F:11])([F:12])[F:13])[cH:4][cH:5][cH:6][cH:7]1. The reactants are [Al+3], COC(=O)c1cc(Cl)c(N=C2NCCN2)c(Cl)c1, CCOC(C)=O, [H-], [H-], [H-], [H-], [Li+], C1CCOC1. Product: OCc1cc(Cl)c(N=C2NCCN2)c(Cl)c1. RXN SMILES: [Al+3:2].[C:7](=[O:8])([O:9][CH3:10])[c:11]1[cH:12][c:13]([Cl:24])[c:14]([N:18]=[C:19]2[NH:20][CH2:21][CH2:22][NH:23]2)[c:15]([Cl:17])[cH:16]1.[CH3:25][CH2:26][O:27][C:28](=[O:29])[CH3:30].[H-:1].[H-:4].[H-:5].[H-:6].[Li+:3].[O:31]1[CH2:32][CH2:33][CH2:34][CH2:35]1>>[CH2:7]([OH:8])[c:11]1[cH:12][c:13]([Cl:24])[c:14]([N:18]=[C:19]2[NH:20][CH2:21][CH2:22][NH:23]2)[c:15]([Cl:17])[cH:16]1. Run in CO (methanol). Yield: 95.0%. RXN SMILES: [F:1][C:2]1[CH:22]=[CH:21][CH:20]=[CH:19][C:3]=1[CH2:4][O:5][C:6]1[CH:18]=[CH:17][C:9]([CH:10]=[N:11][C@@H:12]([CH3:16])[C:13]([NH2:15])=[O:14])=[CH:8][CH:7]=1.[BH4-].[Na+]>CO>[F:1][C:2]1[CH:22]=[CH:21][CH:20]=[CH:19][C:3]=1[CH2:4][O:5][C:6]1[CH:7]=[CH:8][C:9]([CH2:10][NH:11][C@@H:12]([CH3:16])[C:13]([NH2:15])=[O:14])=[CH:17][CH:18]=1 |f:1.2|. Procedure: A mixture of (S)-2-[4-(2-fluorobenzyloxy)benzylideneamino]propanamide (IIIb) prepared as described above (30 g) and methanol (180 mL) is cooled under stirring to 2-5° C. Sodium borohydride (3.8 g) is added in eighteen small portions in 90 min to the previously prepared cold mixture keeping the temperature below 5° C. The mixture is then stirred for additional 10 min at 5° C. The reaction mixture is concentrated under vacuum and worked up as described in Example 2 to provide 28.75 g (95% yield) o... Run at temperature 3.5 celsius. Product: FC1=C(COC2=CC=C(CN[C@H](C(=O)N)C)C=C2)C=CC=C1 ((S)-2-[4-(2-fluorobenzyloxy)benzylamino]propanamide). Starting materials: FC1=C(COC2=CC=C(C=N[C@H](C(=O)N)C)C=C2)C=CC=C1 ((S)-2-[4-(2-fluorobenzyloxy)benzylideneamino]propanamide), 99.5, [BH4-].[Na+] (Sodium borohydride). Reactants: C1CCOC1, C[Si](C)(C)[N-][Si](C)(C)C, CC1C(c2ccccc2)OC(=O)N1C(=O)CCc1ccc(F)cc1F, [Na+], CCOS(=O)(=O)C(F)(F)F. The product is CCC(Cc1ccc(F)cc1F)C(=O)N1C(=O)OC(c2ccccc2)C1C. As a reaction SMILES: [CH2:46]1[O:47][CH2:48][CH2:49][CH2:50]1.[CH3:27][Si:28]([N-:29][Si:30]([CH3:31])([CH3:32])[CH3:33])([CH3:34])[CH3:35].[F:1][c:2]1[c:3]([CH2:9][CH2:10][C:11](=[O:12])[N:13]2[C:14](=[O:25])[O:15][CH:16]([c:19]3[cH:20][cH:21][cH:22][cH:23][cH:24]3)[CH:17]2[CH3:18])[cH:4][cH:5][c:6]([F:8])[cH:7]1.[Na+:26].[S:36]([O:37][CH2:44][CH3:45])([C:38]([F:39])([F:40])[F:41])(=[O:42])=[O:43]>>[F:1][c:2]1[c:3]([CH2:9][CH:10]([C:11](=[O:12])[N:13]2[C:14](=[O:25])[O:15][CH:16]([c:19]3[cH:20][cH:21][cH:22][cH:23][cH:24]3)[CH:17]2[CH3:18])[CH2:44][CH3:45])[cH:4][cH:5][c:6]([F:8])[cH:7]1.